Dataset: the Open Reaction Database (ORD), a public repository of structured organic reaction records. Task: describe an organic reaction: reactants, conditions, products, and yield The reactants are C(C)(C)(C)OC(=O)C=1OC(=C(C1)C=1C=C2CCC(C2=CC1)=NOC)C1=CC=NC=C1 (4-(1-Methoxyimino-indan-5-yl)-5-pyridin-4-yl-furan-2-carboxylic acid tert-butyl ester), FC(C(=O)O)(F)F (trifluoroacetic acid). Run in ClCCl (dichloromethane). Run at time 3 hour. Yields the product FC(C(=O)O)(F)F.CON=C1CCC2=CC(=CC=C12)C=1C=C(OC1C1=CC=NC=C1)C(=O)O (4-(1-Methoxyimino-indan-5-yl)-5-pyridin-4-yl-furan-2-carboxylic acid trifluoroacetic acid salt). Reaction SMILES: C([O:5][C:6]([C:8]1[O:9][C:10]([C:25]2[CH:30]=[CH:29][N:28]=[CH:27][CH:26]=2)=[C:11]([C:13]2[CH:14]=[C:15]3[C:19](=[CH:20][CH:21]=2)[C:18](=[N:22][O:23][CH3:24])[CH2:17][CH2:16]3)[CH:12]=1)=[O:7])(C)(C)C.[F:31][C:32]([F:37])([F:36])[C:33]([OH:35])=[O:34]>ClCCl>[F:31][C:32]([F:37])([F:36])[C:33]([OH:35])=[O:34].[CH3:24][O:23][N:22]=[C:18]1[C:19]2[C:15](=[CH:14][C:13]([C:11]3[CH:12]=[C:8]([C:6]([OH:7])=[O:5])[O:9][C:10]=3[C:25]3[CH:30]=[CH:29][N:28]=[CH:27][CH:26]=3)=[CH:21][CH:20]=2)[CH2:16][CH2:17]1 |f:3.4|. Reported procedure: The product from Step 2 (4.74 g, 11.7 mmol) was dissolved in trifluoroacetic acid (50 ml) and dichloromethane (50 ml). The solution was stirred at room temperature for 3 hours and then evaporated in vacuo, azeotroping three times with dichloromethane. The resulting solid was triturated with diethyl ether, filtered and dried to afford the title product (5.46 g), which was used without further purification; MS (AP−) m/e 347 [M−H]−. Starting materials: N#Cc1ccccc1-c1ccc(C(=O)O)cn1, CN(C)C=O, NC1CCN(CC(F)(F)F)CC1. The product is N#Cc1ccccc1-c1ccc(C(=O)NC2CCN(CC(F)(F)F)CC2)cn1. RXN SMILES: [C:1](#[N:2])[c:3]1[c:4](-[c:9]2[n:10][cH:11][c:12]([C:13](=[O:14])[OH:15])[cH:16][cH:17]2)[cH:5][cH:6][cH:7][cH:8]1.[CH3:30][N:31]([CH3:32])[CH:33]=[O:34].[F:18][C:19]([CH2:20][N:21]1[CH2:22][CH2:23][CH:24]([NH2:27])[CH2:25][CH2:26]1)([F:28])[F:29]>>[C:1](#[N:2])[c:3]1[c:4](-[c:9]2[n:10][cH:11][c:12]([C:13](=[O:15])[NH:27][CH:24]3[CH2:23][CH2:22][N:21]([CH2:20][C:19]([F:18])([F:28])[F:29])[CH2:26][CH2:25]3)[cH:16][cH:17]2)[cH:5][cH:6][cH:7][cH:8]1. Starting materials: C(C)(C)(C)O[C@H](C(=O)OC)C1=C2N3CCC(OCCCC[C@@H](OC=4C=CC(=CC4C4=CC=CC(C5=CN2C(C(=C1C)C=O)=N5)=C4)F)C)(CC3)C (Methyl(2S)-2-(tert-butoxy)-2-[(22S)-17-fluoro-5-formyl-4,22,28-trimethyl-21,27-dioxa-1,7,34-triazahexacyclo[26.2.2.16,9.110,14.02,7.015,20]tetratriaconta-2,4,6(34),8,10(33),11,13,15(20),16,18-decaen-3-yl]acetate), [BH4-].[Na+] (sodium borohydride). Run in CO (MeOH). Product: C(C)(C)(C)O[C@H](C(=O)OC)C1=C2N3CCC(OCCCC[C@@H](OC=4C=CC(=CC4C4=CC=CC(C5=CN2C(C(=C1C)CO)=N5)=C4)F)C)(CC3)C (Methyl(2S)-2-(tert-butoxy)-2-[(22S)-17-fluoro-5-(hydroxymethyl)-4,22,28-trimethyl-21,27-dioxa-1,7,34-triazahexacyclo[26.2.2.16,9.110,14.02,7.015,20]tetratriaconta-2,4,6(34),8,10(33),11,13,15(20),16,18-decaen-3-yl]acetate). RXN SMILES: [C:1]([O:5][C@@H:6]([C:11]1[C:40]([CH3:41])=[C:39]([CH:42]=[O:43])[C:38]2=[N:44][C:35]3=[CH:36][N:37]2[C:12]=1[N:13]1[CH2:49][CH2:48][C:16]([CH3:50])([O:17][CH2:18][CH2:19][CH2:20][CH2:21][C@H:22]([CH3:47])[O:23][C:24]2[CH:25]=[CH:26][C:27]([F:46])=[CH:28][C:29]=2[C:30]2[CH:45]=[C:34]3[CH:33]=[CH:32][CH:31]=2)[CH2:15][CH2:14]1)[C:7]([O:9][CH3:10])=[O:8])([CH3:4])([CH3:3])[CH3:2].[BH4-].[Na+]>CO>[C:1]([O:5][C@@H:6]([C:11]1[C:40]([CH3:41])=[C:39]([CH2:42][OH:43])[C:38]2=[N:44][C:35]3=[CH:36][N:37]2[C:12]=1[N:13]1[CH2:14][CH2:15][C:16]([CH3:50])([O:17][CH2:18][CH2:19][CH2:20][CH2:21][C@H:22]([CH3:47])[O:23][C:24]2[CH:25]=[CH:26][C:27]([F:46])=[CH:28][C:29]=2[C:30]2[CH:45]=[C:34]3[CH:33]=[CH:32][CH:31]=2)[CH2:48][CH2:49]1)[C:7]([O:9][CH3:10])=[O:8])([CH3:4])([CH3:2])[CH3:3] |f:1.2|. Procedure: Methyl(2S)-2-(tert-butoxy)-2-[(22S)-17-fluoro-5-formyl-4,22,28-trimethyl-21,27-dioxa-1,7,34-triazahexacyclo[26.2.2.16,9.110,14.02,7.015,20]tetratriaconta-2,4,6(34),8,10(33),11,13,15(20),16,18-decaen-3-yl]acetate (15 mg, 0.022 mmol, 1.0 equiv) was dissolved in MeOH (437 μl). To this solution was added sodium borohydride (3.31 mg, 0.087 mmol, 4.0 equiv) and stirred at r.t. The solution turned to colorless immediately. It was stirred for ten minutes and quenched by water, extracted by Ethyl Acetate... Starting materials: FC1=CC=C(C=C1)N1N=C(C=C1C1=CC=C(C=C1)S(=O)(=O)C)N (1-(4-fluorophenyl)-5-[4-(methylsulfonyl)phenyl]pyrazol-3-amine), C(C)(=O)OC(C)=O (acetic anhydride). Solvent: ClCCl (dichloromethane). Conditions: time 3 hour. Yields the product FC1=CC=C(C=C1)N1N=C(C=C1C1=CC=C(C=C1)S(=O)(=O)C)NC(C)=O (N-{1-(4-fluorophenyl)-5-[4-(methylsulfonyl)phenyl]-3-pyrazolyl}acetamide). As a reaction SMILES: [F:1][C:2]1[CH:7]=[CH:6][C:5]([N:8]2[C:12]([C:13]3[CH:18]=[CH:17][C:16]([S:19]([CH3:22])(=[O:21])=[O:20])=[CH:15][CH:14]=3)=[CH:11][C:10]([NH2:23])=[N:9]2)=[CH:4][CH:3]=1.[C:24](OC(=O)C)(=[O:26])[CH3:25]>ClCCl>[F:1][C:2]1[CH:3]=[CH:4][C:5]([N:8]2[C:12]([C:13]3[CH:18]=[CH:17][C:16]([S:19]([CH3:22])(=[O:21])=[O:20])=[CH:15][CH:14]=3)=[CH:11][C:10]([NH:23][C:24](=[O:26])[CH3:25])=[N:9]2)=[CH:6][CH:7]=1. Procedure details: A mixture of 1-(4-fluorophenyl)-5-[4-(methylsulfonyl)phenyl]pyrazol-3-amine (0.7 g) and acetic anhydride (0.22 ml) in dichloromethane (15 ml) was stirred at ambient temperature for 3 hours, and concentrated. The residue was purified by column chromatography on silica gel (15 g) eluting with a mixture of toluene and ethyl acetate (2:1). The desired product (0.63 g) was recrystallized from ethanol to give pale brown crystals of N-{1-(4-fluorophenyl)-5-[4-(methylsulfonyl)phenyl]-3-pyrazolyl}acetami... Starting materials: [N+](=O)([O-])C1=CC=C(CO)C=C1 (4-nitrobenzylalcohol), C(C)(C)(C)[Si](C)(C)Cl (tertbutyl-dimethylsilyl chloride), N1C=NC=C1 (imidazole), CN(C)C=O (DMF). The solvent is O (water). Conditions: time 1.5 hour. The product is C(C)(C)(C)[Si](OCC1=CC=C(C=C1)[N+](=O)[O-])(C)C (tert-butyldimethyl-4-nitrobenzyloxysilane). Yield: 100.2%. As a reaction SMILES: [N+:1]([C:4]1[CH:11]=[CH:10][C:7]([CH2:8][OH:9])=[CH:6][CH:5]=1)([O-:3])=[O:2].[C:12]([Si:16](Cl)([CH3:18])[CH3:17])([CH3:15])([CH3:14])[CH3:13].N1C=CN=C1.CN(C=O)C>O>[C:12]([Si:16]([CH3:18])([CH3:17])[O:9][CH2:8][C:7]1[CH:6]=[CH:5][C:4]([N+:1]([O-:3])=[O:2])=[CH:11][CH:10]=1)([CH3:15])([CH3:14])[CH3:13]. Procedure details: A mixture of 4-nitrobenzylalcohol (10.0 g), tertbutyl-dimethylsilyl chloride (11.8 g), imidazole (11.2 g) and DMF (50 ml) was stirred at room temperature for 1.5 hours. To the mixture was added water (500 ml), and the mixture was extracted with ethyl acetate. The organic layer was washed with saturated sodium chloride solution, dried with anhydrous sodium sulfate, and concentrated under reduced pressure. The residue was separated and purified with column chromatography (ethyl acetate/hexane=1/7)... The reactants are C1=CC=CC=2NC3=CC=CC=C3C(C12)=O (9(10H)-acridone), C(C=C)(=O)OC (methyl acrylate). Yields the product N1=CC(=CC=C1)CC=1C(C=2C=CC=C3C(C=4C=CC=CC4N(C23)C1)=O)=O (2-(3-pyridylmethyl)-3H,7H-pyrido[3,2,1-de]acridin-3,7-dione). Yield: 13.0%. Reaction SMILES: [CH:1]1[C:14]2[C:13](=[O:15])[C:12]3[C:7](=[CH:8][CH:9]=[CH:10][CH:11]=3)[NH:6][C:5]=2[CH:4]=[CH:3][CH:2]=1.[C:16]([O:20]C)(=O)[CH:17]=[CH2:18]>>[N:6]1[CH:7]=[CH:12][CH:13]=[C:14]([CH2:1][C:17]2[C:16](=[O:20])[C:4]3[CH:3]=[CH:2][CH:1]=[C:14]4[C:5]=3[N:6]([CH:18]=2)[C:7]2[CH:8]=[CH:9][CH:10]=[CH:11][C:12]=2[C:13]4=[O:15])[CH:5]=1. Procedure: According to Example 5<steps 1 and 2>,9(10H)-acridone (10 g) was reacted with methyl acrylate (11.5 mL) to obtain the title compound (1.8 g; 13%). Starting materials: c1ccc(CN2CC3CNCC3C2)cc1, Cc1ncnc(C)c1C(=O)O, CCN=C=NCCCN(C)C, CCN(C(C)C)C(C)C, ClCCl, On1nnc2ccccc21. The product is Cc1ncnc(C)c1C(=O)N1CC2CN(Cc3ccccc3)CC2C1. As a reaction SMILES: [CH2:12]([c:13]1[cH:14][cH:15][cH:16][cH:17][cH:18]1)[N:19]1[CH2:20][CH:21]2[CH2:22][NH:23][CH2:24][CH:25]2[CH2:26]1.[CH3:1][c:2]1[n:3][cH:4][n:5][c:6]([CH3:11])[c:7]1[C:8](=[O:9])[OH:10].[CH3:27][CH2:28][N:29]=[C:30]=[N:31][CH2:32][CH2:33][CH2:34][N:35]([CH3:36])[CH3:37].[CH:48]([N:49]([CH2:50][CH3:51])[CH:52]([CH3:53])[CH3:54])([CH3:55])[CH3:56].[Cl:57][CH2:58][Cl:59].[OH:38][n:39]1[c:40]2[c:41]([cH:42][cH:43][cH:44][cH:45]2)[n:46][n:47]1>>[CH3:1][c:2]1[n:3][cH:4][n:5][c:6]([CH3:11])[c:7]1[C:8](=[O:10])[N:23]1[CH2:22][CH:21]2[CH2:20][N:19]([CH2:12][c:13]3[cH:14][cH:15][cH:16][cH:17][cH:18]3)[CH2:26][CH:25]2[CH2:24]1. Reactants: O=C1C(=O)N2CCSc3cc(Br)cc1c32, Cl, [Na+], [OH-], O, OO. Yields the product O=C(O)c1cc(Br)cc2c1NCCS2. RXN SMILES: [Br:1][c:2]1[cH:3][c:4]2[c:5]3[c:12]([cH:13]1)[C:11](=[O:14])[C:10](=[O:15])[N:6]3[CH2:7][CH2:8][S:9]2.[ClH:20].[Na+:17].[OH-:16].[OH2:21].[OH:18][OH:19]>>[Br:1][c:2]1[cH:3][c:4]2[c:5]([c:12]([C:11]([OH:14])=[O:16])[cH:13]1)[NH:6][CH2:7][CH2:8][S:9]2.